The task is: describe an organic reaction: reactants, conditions, products, and yield. This data is from the Open Reaction Database (ORD), a public repository of structured organic reaction records. The reactants are FC(C=1C=C(C=CC1)N1C(N(C(C=2C(CCCC12)=O)C1=CC=C(C#N)C=C1)CC1COCC1)=O)(F)F (4-(1-(3-(Trifluoromethyl)phenyl)-2,5-dioxo-3-((tetrahydrofuran-3-yl)methyl)-1,2,3,4,5,6,7,8-octahydroquinazolin-4-yl)benzonitrile), ClCC1=CC=C(O1)C(=O)OC (methyl 5-(chloromethyl)furan-2-carboxylate), ( Z011_S03 ). Conditions: time 5 day. Yields the product C(#N)C1=CC=C(C=C1)C1N(C(N(C=2CCCC(C12)=O)C1=CC(=CC=C1)C(F)(F)F)=O)CC1=CC=C(O1)C(=O)OC (Methyl 5-((4-(4-Cyanophenyl)-2,5-dioxo-1-(3-(trifluoromethyl)phenyl)-1,2,5,6,7,8-hexahydroquinazolin-3(4H)-yl)methyl)furan-2-carboxylate). RXN SMILES: [F:1][C:2]([F:36])([F:35])[C:3]1[CH:4]=[C:5]([N:9]2[C:18]3[CH2:17][CH2:16][CH2:15][C:14](=[O:19])[C:13]=3[CH:12]([C:20]3[CH:27]=[CH:26][C:23]([C:24]#[N:25])=[CH:22][CH:21]=3)[N:11]([CH2:28]C3CCOC3)[C:10]2=[O:34])[CH:6]=[CH:7][CH:8]=1.ClC[C:39]1[O:43][C:42]([C:44]([O:46][CH3:47])=[O:45])=[CH:41][CH:40]=1>>[C:24]([C:23]1[CH:22]=[CH:21][C:20]([CH:12]2[C:13]3[C:14](=[O:19])[CH2:15][CH2:16][CH2:17][C:18]=3[N:9]([C:5]3[CH:6]=[CH:7][CH:8]=[C:3]([C:2]([F:35])([F:36])[F:1])[CH:4]=3)[C:10](=[O:34])[N:11]2[CH2:28][C:39]2[O:43][C:42]([C:44]([O:46][CH3:47])=[O:45])=[CH:41][CH:40]=2)=[CH:27][CH:26]=1)#[N:25]. Reported procedure: The title compound is prepared in analogy to 4-(1-(3-(trifluoromethyl)-phenyl)-2,5-dioxo-3-((tetrahydrofuran-3-yl)methyl)-1,2,3,4,5,6,7,8-octahydroquinazolin-4-yl)benzonitrile (example 25), using methyl 5-(chloromethyl)furan-2-carboxylate as alkylating agent and stirring the reaction mixture at room temperature for 5 d. Yield: 50 mg; ESI mass spectrum [M+H]+=550; Retention time HPLC: 0.94 min (Z011_S03). Reactants: [Na] (Sodium), C(C=C)O (allyl alcohol), ClC=1C=NC=C(C1)Cl (3,5-Dichloropyridine), CS(=O)C (dimethyl sulfoxide), crude mixture. Run in O (Water). Conditions: temperature 60 celsius, time 8 hour. Product: C(C=C)OC=1C=NC=C(C1)Cl (3-Allyloxy-5-chloropyridine). RXN SMILES: [Na].[CH2:2]([OH:5])[CH:3]=[CH2:4].[Cl:6][C:7]1[CH:8]=[N:9][CH:10]=[C:11](Cl)[CH:12]=1.CS(C)=O>O>[CH2:2]([O:5][C:11]1[CH:10]=[N:9][CH:8]=[C:7]([Cl:6])[CH:12]=1)[CH:3]=[CH2:4] |^1:0|. Procedure details: Sodium (4.7 g, 203 mmol) was added to allyl alcohol (57.5 ml, 84.5 mmol). After complete reaction, the excess of allyl alcohol was evaporated. 3,5-Dichloropyridine (25.0 g, 169 mmol) and dimethyl sulfoxide (75 ml) were added to the crude mixture. The mixture was stirred at 60° C. overnight. Water (100 ml) was added followed by extraction twice with ethyl acetate (100 ml). The product was isolated in quantitative yield.